Dataset: the Open Reaction Database (ORD), a public repository of structured organic reaction records. Task: describe an organic reaction: reactants, conditions, products, and yield Run in O1CCCC1 (tetrahydrofuran). Reported procedure: The named compound is prepared by substituting 3,4-dimethyl-isoxazol-5-ylamine for 3-aminopyrazole in the reaction of Example 1. Specifically, E & Z-3-[(hydroxy)-methylene]-1,3-dihydro-indol-2-one (0.100 gms.) is reacted with 0.1388 gms. 3,4-dimethyl-isoxazol-5-ylamine by refluxing in tetrahydrofuran (2.7 mL). Reaction SMILES: NC1C=CNN=1.O/[CH:8]=[C:9]1\[C:10](=[O:18])[NH:11][C:12]2[C:17]\1=[CH:16][CH:15]=[CH:14][CH:13]=2.[CH3:19][C:20]1[C:24]([CH3:25])=[C:23]([NH2:26])[O:22][N:21]=1>O1CCCC1>[CH3:19][C:20]1[C:24]([CH3:25])=[C:23]([NH:26][CH:8]=[C:9]2[C:17]3[C:12](=[CH:13][CH:14]=[CH:15][CH:16]=3)[NH:11][C:10]2=[O:18])[O:22][N:21]=1. The reactants are NC1=NNC=C1 (3-aminopyrazole), O\C=C\1/C(NC2=CC=CC=C12)=O (Z-3-[(hydroxy)-methylene]-1,3-dihydro-indol-2-one), CC1=NOC(=C1C)N (3,4-dimethyl-isoxazol-5-ylamine). The product is CC1=NOC(=C1C)NC=C1C(NC2=CC=CC=C12)=O (3-[(3,4-Dimethyl-isoxazol-5-ylamino)-methylene]-1,3-dihydro-indol-2-one). Reactants: S(O)(O)(=O)=O (sulfuric acid), CC(=CCC/C(=C/C=C/C(=O)C)/C)C (pseudoionone), O (water). Run in C(Cl)Cl (methylene chloride). Product: CC1=C(C(CCC1)(C)C)/C=C/C(=O)C (β-ionone). The yield is 97.0%. Reaction SMILES: [CH3:1][C:2]([CH3:14])=[CH:3][CH2:4][CH2:5]/[C:6](/[CH3:13])=[CH:7]/[CH:8]=[CH:9]/[C:10]([CH3:12])=[O:11].S(=O)(=O)(O)O.O>C(Cl)Cl>[CH3:13][C:6]1[CH2:5][CH2:4][CH2:3][C:2]([CH3:14])([CH3:1])[C:7]=1/[CH:8]=[CH:9]/[C:10]([CH3:12])=[O:11]. Procedure details: A solution of 600 g of a 96% pure pseudoionone in 1,200 ml of methylene chloride was introduced continuously in the course of 10 minutes, while stirring vigorously (800 rpm), through one of the two connections of the reactor, and 1,000 ml of a 96% strength sulfuric acid were fed in simultaneously through the other connection. The product, which was discharged at 42° C., was hydrolyzed in a downstream thin film reactor with 2,000 ml of water, the organic phase was separated off, washed neutral wi... Solvent: C(C)O (ethanol), O (water). RXN SMILES: C([N:4]1[CH2:9][CH2:8][CH:7]([C:10]([C:18]2[CH:23]=[CH:22][C:21]([F:24])=[CH:20][CH:19]=2)([C:12]2[CH:17]=[CH:16][CH:15]=[CH:14][CH:13]=2)[OH:11])[CH2:6][CH2:5]1)(=O)C.[OH-].[K+]>C(O)C.O>[F:24][C:21]1[CH:22]=[CH:23][C:18]([C:10]([C:12]2[CH:13]=[CH:14][CH:15]=[CH:16][CH:17]=2)([CH:7]2[CH2:8][CH2:9][NH:4][CH2:5][CH2:6]2)[OH:11])=[CH:19][CH:20]=1 |f:1.2|. Starting materials: C(C)(=O)N1CCC(CC1)C(O)(C1=CC=CC=C1)C1=CC=C(C=C1)F (1-acetyl-α-(4-fluorophenyl)-α-phenyl-4-piperidinemethanol), [OH-].[K+] (potassium hydroxide), ice water. Isolated yield 24.5%. Product: FC1=CC=C(C=C1)C(O)(C1CCNCC1)C1=CC=CC=C1 (α-(4-fluorophenyl)-α-phenyl-4-piperidinemethanol). Procedure: A mixture of 16.3 g (0.05 mole) of 1-acetyl-α-(4-fluorophenyl)-α-phenyl-4-piperidinemethanol and 5.6 g (0.1 mole) of potassium hydroxide in 150 ml of 95% ethanol and 20 ml of water was heated at reflux for 18 h. The mixture was poured into 1.5 L of ice-water and a solid precipitated. The solid was collected by filtration and dried. The gummy solid was dissolved in ethyl ether, filtered, and the filtrate slowly evaporated to 50 ml. The resulting solid was collected by filtration and recrystallize... Reactants: CN1CCOCC1, CC(C)COC(=O)Cl, O=C(O)c1cccnc1Cl, Cl, NCc1ccccc1, C1CCOC1. Product: O=C(NCc1ccccc1)c1cccnc1Cl. RXN SMILES: [CH3:11][N:12]1[CH2:13][CH2:14][O:15][CH2:16][CH2:17]1.[Cl:18][C:19]([O:20][CH2:21][CH:22]([CH3:23])[CH3:24])=[O:25].[Cl:1][c:2]1[c:3]([C:4](=[O:5])[OH:6])[cH:7][cH:8][cH:9][n:10]1.[ClH:34].[NH2:26][CH2:27][c:28]1[cH:29][cH:30][cH:31][cH:32][cH:33]1.[O:35]1[CH2:36][CH2:37][CH2:38][CH2:39]1>>[Cl:1][c:2]1[c:3]([C:4](=[O:6])[NH:26][CH2:27][c:28]2[cH:29][cH:30][cH:31][cH:32][cH:33]2)[cH:7][cH:8][cH:9][n:10]1.